From a dataset of the Open Reaction Database (ORD), a public repository of structured organic reaction records. describe an organic reaction: reactants, conditions, products, and yield Starting materials: COc1ccc(N)cc1, Cc1ccccc1, Clc1ncc(CI)c(Cl)n1, [Na+], [OH-], O. The product is COc1ccc(NCc2cnc(Cl)nc2Cl)cc1. RXN SMILES: [CH3:11][O:12][c:13]1[cH:14][cH:15][c:16]([NH2:19])[cH:17][cH:18]1.[CH3:22][c:23]1[cH:24][cH:25][cH:26][cH:27][cH:28]1.[Cl:1][c:2]1[n:3][cH:4][c:5]([CH2:9][I:10])[c:6]([Cl:8])[n:7]1.[Na+:21].[OH-:20].[OH2:29]>>[Cl:1][c:2]1[n:3][cH:4][c:5]([CH2:9][NH:19][c:16]2[cH:15][cH:14][c:13]([O:12][CH3:11])[cH:18][cH:17]2)[c:6]([Cl:8])[n:7]1.